From a dataset of the Open Reaction Database (ORD), a public repository of structured organic reaction records. describe an organic reaction: reactants, conditions, products, and yield Starting materials: Cc1ccccc1, C=C1CC(O)C=C1C(C)C, [Cl-], CC1(C)C(C=C(Cl)C(F)(F)F)C1C(=O)O, c1ccncc1. Product: C=C1CC=C(OC(=O)C2C(C=C(Cl)C(F)(F)F)C2(C)C)C1C(C)C. As a reaction SMILES: [CH3:33][c:34]1[cH:35][cH:36][cH:37][cH:38][cH:39]1.[CH:1]([CH3:2])([CH3:3])[C:4]1=[CH:5][CH:6]([OH:10])[CH2:7][C:8]1=[CH2:9].[Cl-:17].[Cl:18][C:19](=[CH:20][CH:21]1[C:22]([CH3:27])([CH3:28])[CH:23]1[C:24](=[O:25])[OH:26])[C:29]([F:30])([F:31])[F:32].[cH:11]1[cH:12][cH:13][n:14][cH:15][cH:16]1>>[CH:1]([CH3:2])([CH3:3])[CH:4]1[C:5]([O:26][C:24]([CH:23]2[CH:21]([CH:20]=[C:19]([Cl:18])[C:29]([F:30])([F:31])[F:32])[C:22]2([CH3:27])[CH3:28])=[O:25])=[CH:6][CH2:7][C:8]1=[CH2:9]. The reactants are BrCCCCN1CSC(C1=O)C (3-(4-bromobutyl)-5-methyl-4-thiazolidinone), Cl.S1N=C(C2=C1C=CC=C2)N2CCNCC2 (1-(1,2-benzisothiazol-3-yl)piperazine hydrochloride), CO3, [Na+].[I-] (NaI). Solvent: C(C)#N (acetonitrile). Product: S1N=C(C2=C1C=CC=C2)N2CCN(CC2)CCCCN2CSC(C2=O)C (3-(4-(1-[1,2-Benzisothiazol-3-yl]-4-piperazinyl)butyl)-5-methyl-4-thiazolidinone). Isolated yield 58.8%. Reaction SMILES: Br[CH2:2][CH2:3][CH2:4][CH2:5][N:6]1[C:10](=[O:11])[CH:9]([CH3:12])[S:8][CH2:7]1.Cl.[S:14]1[C:18]2[CH:19]=[CH:20][CH:21]=[CH:22][C:17]=2[C:16]([N:23]2[CH2:28][CH2:27][NH:26][CH2:25][CH2:24]2)=[N:15]1.[Na+].[I-]>C(#N)C>[S:14]1[C:18]2[CH:19]=[CH:20][CH:21]=[CH:22][C:17]=2[C:16]([N:23]2[CH2:24][CH2:25][N:26]([CH2:2][CH2:3][CH2:4][CH2:5][N:6]3[C:10](=[O:11])[CH:9]([CH3:12])[S:8][CH2:7]3)[CH2:27][CH2:28]2)=[N:15]1 |f:1.2,3.4|. Procedure details: A mixture of 3-(4-bromobutyl)-5-methyl-4-thiazolidinone (4.00 g), 1-(1,2-benzisothiazol-3-yl)piperazine hydrochloride (4.46 g), K2 CO3 (8.00 g) and NaI (300 mg) in acetonitrile (210 ml) was heated at 40°-45° C. for 64 hours and the product was processed in substantially the same manner as in Example 10 to afford 3.64 g of crystals, m.p. 113°-115° C. The reactants are OC(CNCCCCCCCCCCCC)CO (N-(2,3-dihydroxypropyl)-N-dodecylamine), [OH-].[K+] (potassium hydroxide), C(CCCCCCCCCCCCCCC)(=O)OC (Methyl palmitate). Product: OC(CN(C(CCCCCCCCCCCCCCC)=O)CCCCCCCCCCCC)CO (N-(2,3-dihydroxypropyl)-N-dodecyl Hexadecanamide). RXN SMILES: [OH:1][CH:2]([CH2:17][OH:18])[CH2:3][NH:4][CH2:5][CH2:6][CH2:7][CH2:8][CH2:9][CH2:10][CH2:11][CH2:12][CH2:13][CH2:14][CH2:15][CH3:16].[OH-].[K+].[C:21]([O:38]C)(=O)[CH2:22][CH2:23][CH2:24][CH2:25][CH2:26][CH2:27][CH2:28][CH2:29][CH2:30][CH2:31][CH2:32][CH2:33][CH2:34][CH2:35][CH3:36]>>[OH:1][CH:2]([CH2:17][OH:18])[CH2:3][N:4]([CH2:5][CH2:6][CH2:7][CH2:8][CH2:9][CH2:10][CH2:11][CH2:12][CH2:13][CH2:14][CH2:15][CH3:16])[C:21](=[O:38])[CH2:22][CH2:23][CH2:24][CH2:25][CH2:26][CH2:27][CH2:28][CH2:29][CH2:30][CH2:31][CH2:32][CH2:33][CH2:34][CH2:35][CH3:36] |f:1.2|. Reported procedure: N-(2,3-dihydroxypropyl)-N-dodecylamine (0.50 g, 0.0019 mole) and potassium hydroxide (0.01 g, 0.18 mmole) were heated to 85° C. under vacuum. Methyl palmitate (0.57 g, 0.0021 mole) was heated and added dropwise to the reaction. The reaction was heated under vacuum for 6 hours. A waxy off-white solid was obtained (crude yield=0.92 g) The waxy solid was recrystalized from hot hexane (yield=0.6 g). Reactants: BrCc1nnc(C2CC2)s1, O=C([O-])[O-], CCCc1cc2c(C(F)(F)F)c(C#N)ccc2[nH]1, CC#N, [Cs+], [Cs+]. Yields the product CCCc1cc2c(C(F)(F)F)c(C#N)ccc2n1Cc1nnc(C2CC2)s1. RXN SMILES: [Br:25][CH2:26][c:27]1[s:28][c:29]([CH:32]2[CH2:33][CH2:34]2)[n:30][n:31]1.[C:19](=[O:20])([O-:21])[O-:22].[CH2:1]([CH2:2][CH3:3])[c:4]1[nH:5][c:6]2[cH:7][cH:8][c:9]([C:17]#[N:18])[c:10]([C:13]([F:14])([F:15])[F:16])[c:11]2[cH:12]1.[CH3:35][C:36]#[N:37].[Cs+:23].[Cs+:24]>>[CH2:1]([CH2:2][CH3:3])[c:4]1[n:5]([CH2:26][c:27]2[s:28][c:29]([CH:32]3[CH2:33][CH2:34]3)[n:30][n:31]2)[c:6]2[cH:7][cH:8][c:9]([C:17]#[N:18])[c:10]([C:13]([F:14])([F:15])[F:16])[c:11]2[cH:12]1. The reactants are COCC1(CBr)CC1, O=C(c1c[nH]c2cc(Cl)ccc12)N1CCC2(CC1)OCc1ccccc12. The product is COCC1(Cn2cc(C(=O)N3CCC4(CC3)OCc3ccccc34)c3ccc(Cl)cc32)CC1. RXN SMILES: [Br:27][CH2:28][C:29]1([CH2:32][O:33][CH3:34])[CH2:30][CH2:31]1.[Cl:1][c:2]1[cH:3][cH:4][c:5]2[c:6]([C:11](=[O:12])[N:13]3[CH2:14][CH2:15][C:16]4([O:17][CH2:18][c:19]5[c:20]4[cH:21][cH:22][cH:23][cH:24]5)[CH2:25][CH2:26]3)[cH:7][nH:8][c:9]2[cH:10]1>>[Cl:1][c:2]1[cH:3][cH:4][c:5]2[c:6]([C:11](=[O:12])[N:13]3[CH2:14][CH2:15][C:16]4([O:17][CH2:18][c:19]5[c:20]4[cH:21][cH:22][cH:23][cH:24]5)[CH2:25][CH2:26]3)[cH:7][n:8]([CH2:28][C:29]3([CH2:32][O:33][CH3:34])[CH2:30][CH2:31]3)[c:9]2[cH:10]1.